From a dataset of the Open Reaction Database (ORD), a public repository of structured organic reaction records. describe an organic reaction: reactants, conditions, products, and yield Starting materials: Cl (hydrochloric acid), FC(C(C(=O)[O-])(CCC(C(C(C(F)(F)F)(F)F)(F)F)(F)F)F)(F)F.[Na+] (Sodium 2-trifluoromethyl-2,5,5,6,6,7,7,8,8,8-decafluorooctanoate), CCOCC (ether). The solvent is O (water). Yields the product FC(C(C(=O)O)(CCC(C(C(C(F)(F)F)(F)F)(F)F)(F)F)F)(F)F (2-trifluoromethyl-2,5,5,6,6,7,7,8,8,8-decafluorooctanoic acid). As a reaction SMILES: [F:1][C:2]([F:24])([F:23])[C:3]([F:22])([CH2:7][CH2:8][C:9]([F:21])([F:20])[C:10]([F:19])([F:18])[C:11]([F:17])([F:16])[C:12]([F:15])([F:14])[F:13])[C:4]([O-:6])=[O:5].[Na+].Cl.CCOCC>O>[F:1][C:2]([F:23])([F:24])[C:3]([F:22])([CH2:7][CH2:8][C:9]([F:20])([F:21])[C:10]([F:18])([F:19])[C:11]([F:16])([F:17])[C:12]([F:13])([F:14])[F:15])[C:4]([OH:6])=[O:5] |f:0.1|. Procedure details: Sodium 2-trifluoromethyl-2,5,5,6,6,7,7,8,8,8-decafluorooctanoate was dissolved in water with vigorous stirring and 6N aqueous hydrochloric acid was added slowly to adjust the pH of the solution to about 1.0, and then ether was added to extract the product. The organic layer was separated, washed with water, and dried over magnesium sulfate. After removal of the solvent in vacuo, the residue was dried under high vacuum to give quantitative yield of 2-trifluoromethyl-2,5,5,6,6,7,7,8,8,8-decafluoro... The reactants are OC1=CC=C(C(=O)CCCNC2=C(C=CC(=C2)OC)C2CC=3C=CC(=CC3CC2)OC(C(C)(C)C)=O)C=C1 (pivalic acid 6-{2-[(4-hydroxybenzoyl)propylamino]-4-methoxyphenyl}-5,6,7,8-tetrahydronaphthalen-2-yl ester), ClCC(=O)N(CC)CC (2-chloro-N,N-diethylacetamide). The product is C(C)N(CCOC1=CC=C(CCCCNC2=C(C=CC(=C2)OC)C2CC=3C=CC(=CC3CC2)O)C=C1)CC (6-{2-{[4-(2-Diethylaminoethoxy)benzyl]propylamino}-4-methoxyphenyl}-5,6,7,8-tetrahydronaphthalen-2-ol). The yield is 76.5%. RXN SMILES: [OH:1][C:2]1[CH:38]=[CH:37][C:5]([C:6]([CH2:8][CH2:9][CH2:10][NH:11][C:12]2[CH:17]=[C:16]([O:18][CH3:19])[CH:15]=[CH:14][C:13]=2[CH:20]2[CH2:29][CH2:28][C:27]3[CH:26]=[C:25]([O:30]C(=O)C(C)(C)C)[CH:24]=[CH:23][C:22]=3[CH2:21]2)=O)=[CH:4][CH:3]=1.Cl[CH2:40][C:41]([N:43]([CH2:46][CH3:47])[CH2:44][CH3:45])=O>>[CH2:44]([N:43]([CH2:46][CH3:47])[CH2:41][CH2:40][O:1][C:2]1[CH:3]=[CH:4][C:5]([CH2:6][CH2:8][CH2:9][CH2:10][NH:11][C:12]2[CH:17]=[C:16]([O:18][CH3:19])[CH:15]=[CH:14][C:13]=2[CH:20]2[CH2:29][CH2:28][C:27]3[CH:26]=[C:25]([OH:30])[CH:24]=[CH:23][C:22]=3[CH2:21]2)=[CH:37][CH:38]=1)[CH3:45]. Reported procedure: Synthesized from pivalic acid 6-{2-[(4-hydroxybenzoyl)propylamino]-4-methoxyphenyl}-5,6,7,8-tetrahydronaphthalen-2-yl ester (30 mg) and 2-chloro-N,N-diethylacetamide (18 mg) according to an analogous synthetic method to Example 404 and purified by LC-MS, the title compound (23 mg) was obtained.